From a dataset of the Open Reaction Database (ORD), a public repository of structured organic reaction records. describe an organic reaction: reactants, conditions, products, and yield The reactants are CC1CC(C2CN2S(=O)(=O)c2ccccc2[N+](=O)[O-])OC1=O, Cc1ccc(F)cc1N1CC(C)(C)NCC1=O, Cc1ccccc1. The product is Cc1ccc(F)cc1N1CC(C)(C)N(CC(NS(=O)(=O)c2ccccc2[N+](=O)[O-])C2CC(C)C(=O)O2)CC1=O. RXN SMILES: [CH3:1][CH:2]1[C:3](=[O:22])[O:4][CH:5]([CH:7]2[N:8]([S:10](=[O:11])(=[O:12])[c:13]3[c:14]([N+:19](=[O:20])[O-:21])[cH:15][cH:16][cH:17][cH:18]3)[CH2:9]2)[CH2:6]1.[CH3:23][C:24]1([CH3:39])[NH:25][CH2:26][C:27](=[O:38])[N:28]([c:30]2[c:31]([CH3:37])[cH:32][cH:33][c:34]([F:36])[cH:35]2)[CH2:29]1.[CH3:40][c:41]1[cH:42][cH:43][cH:44][cH:45][cH:46]1>>[CH3:1][CH:2]1[C:3](=[O:22])[O:4][CH:5]([CH:7]([NH:8][S:10](=[O:11])(=[O:12])[c:13]2[c:14]([N+:19](=[O:20])[O-:21])[cH:15][cH:16][cH:17][cH:18]2)[CH2:9][N:25]2[C:24]([CH3:23])([CH3:39])[CH2:29][N:28]([c:30]3[c:31]([CH3:37])[cH:32][cH:33][c:34]([F:36])[cH:35]3)[C:27](=[O:38])[CH2:26]2)[CH2:6]1. Reactants: NC1=C(C=C(C=C1Cl)C(O)CN(CCCCCCOCCOCCC1=NC=CC=C1)CC1=CC=CC=C1)Cl (4-amino-3,5-dichloro-α-[[(phenylmethyl)[6-[2-[2(2-pyridinyl)ethoxy]ethoxy]hexyl]amino]methyl]benzenemethanol), C(\C=C\C(=O)O)(=O)O (fumaric acid), Cl.C(C)O (hydrochloric acid ethanol), [H][H] (hydrogen). The reagents and catalysts are [Pd]=O (palladium oxide). Solvent: C(C)O (ethanol), CO (methanol), ClCCl (dichloromethane), ClCCl (dichloromethane), C(C)O (ethanol). The product is NC1=C(C=C(C=C1Cl)C(O)CNCCCCCCOCCOCCC1=NC=CC=C1)Cl (4-Amino-3,5-dichloro-α-[[[6-[2-[2-(2-pyridinyl)ethoxy]ethoxy]hexyl]amino]methyl]benzenemethanol). Yield: 65.0%. RXN SMILES: [NH2:1][C:2]1[C:7]([Cl:8])=[CH:6][C:5]([CH:9]([CH2:11][N:12](CC2C=CC=CC=2)[CH2:13][CH2:14][CH2:15][CH2:16][CH2:17][CH2:18][O:19][CH2:20][CH2:21][O:22][CH2:23][CH2:24][C:25]2[CH:30]=[CH:29][CH:28]=[CH:27][N:26]=2)[OH:10])=[CH:4][C:3]=1[Cl:38].Cl.C(O)C.[H][H].C(O)(=O)/C=C/C(O)=O>C(O)C.ClCCl.CO.[Pd]=O>[NH2:1][C:2]1[C:7]([Cl:8])=[CH:6][C:5]([CH:9]([CH2:11][NH:12][CH2:13][CH2:14][CH2:15][CH2:16][CH2:17][CH2:18][O:19][CH2:20][CH2:21][O:22][CH2:23][CH2:24][C:25]2[CH:30]=[CH:29][CH:28]=[CH:27][N:26]=2)[OH:10])=[CH:4][C:3]=1[Cl:38] |f:1.2|. Procedure: A solution of 4-amino-3,5-dichloro-α-[[(phenylmethyl)[6-[2-[2(2-pyridinyl)ethoxy]ethoxy]hexyl]amino]methyl]benzenemethanol (1.1 g,) in ethanol (25 ml) was hydrogenated over pre-reduced 10% palladium oxide on charcoal catalyst (50% aqueous paste, 600 mg) in ethanol (10 ml) containing 1:9 conc. hydrochloric acid/ethanol, (1.78 ml,) until the uptake of hydrogen ceased (1 h). The mixture was filtered and evaporated in vacuo to give an oil which was dissolved in dichloromethane (100 ml) and washed wi... The solvent is CO (methanol), [OH-].[Na+] (sodium hydroxide). The reactants are C1(=CC=CC=C1)COC1=CC=C(C(=N1)N(CC1=CC=C(C=C1)C1=C(C=CC=C1)C1=NN=NN1)CCC)C(=O)OCC1=CC=CC=C1 (Benzyl 6-phenylmethoxy-2-{N-propyl-N-[(2'-[1H-tetrazol-5-yl]biphenyl-4-yl)methyl]amino}pyridine-3-carboxylate). Conditions: temperature 80 celsius. The yield is 88.7%. Yields the product C(C1=CC=CC=C1)OC1=CC=C(C(=N1)N(CC1=CC=C(C=C1)C1=C(C=CC=C1)C1=NN=NN1)CCC)C(=O)O (6-Benzyloxy-2-{N-propyl-N-[(2'-[1H-tetrazol-5-yl]biphenyl-4-yl)methyl]amino}pyridine-3-carboxylic acid). As a reaction SMILES: [C:1]1([CH2:7][O:8][C:9]2[N:14]=[C:13]([N:15]([CH2:34][CH2:35][CH3:36])[CH2:16][C:17]3[CH:22]=[CH:21][C:20]([C:23]4[CH:28]=[CH:27][CH:26]=[CH:25][C:24]=4[C:29]4[NH:33][N:32]=[N:31][N:30]=4)=[CH:19][CH:18]=3)[C:12]([C:37]([O:39]CC3C=CC=CC=3)=[O:38])=[CH:11][CH:10]=2)[CH:6]=[CH:5][CH:4]=[CH:3][CH:2]=1>CO.[OH-].[Na+]>[CH2:7]([O:8][C:9]1[N:14]=[C:13]([N:15]([CH2:34][CH2:35][CH3:36])[CH2:16][C:17]2[CH:22]=[CH:21][C:20]([C:23]3[CH:28]=[CH:27][CH:26]=[CH:25][C:24]=3[C:29]3[NH:33][N:32]=[N:31][N:30]=3)=[CH:19][CH:18]=2)[C:12]([C:37]([OH:39])=[O:38])=[CH:11][CH:10]=1)[C:1]1[CH:2]=[CH:3][CH:4]=[CH:5][CH:6]=1 |f:2.3|. Reported procedure: The resultant more polar methyl ester from Example 217A (10.4 mg, 19.5 μmol) was dissolved in 0.1 mL of methanol and 0.09 mL 1.0M aqueous sodium hydroxide. The solution was heated (in a sealed vial) at 80° C. for 28 hours, then cooled and concentrated to an aqueous residue by means of a stream of nitrogen. The residue was partitioned between 5 mL of methylene chloride and 2 mL 1.0M aqueous sodium hydrogen sulfate, then the aqueous phase was extracted with 2×2 mL methylene chloride. The combined ... Starting materials: C(C)(C)(C)OC(=O)N(C)[C@@H](C(=O)O)CC1=CC=CC=C1 ((2R)-2-(N-tert-butoxycarbonyl-N-methylamino)-3-phenylpropionic acid), ON1N=NC2=C1N=CC=C2 (1-hydroxy-7-azabenzotriazole), Cl.C(C)N=C=NCCCN(C)C (1-ethyl-3-(3-dimethylaminopropyl)-carbodiimide hydrochloride), CNNC(C)=O (acetic acid N'-methylhydrazide), C(C)(C)N(CC)C(C)C (diisopropylethylamine). The solvent is C(Cl)Cl (methylene chloride), C(Cl)Cl (methylene chloride). Reaction conditions: temperature 0 celsius, time 8 hour. Yields the product C(C)(C)(C)OC(N(C)[C@@H](C(=O)N(NC(C)=O)C)CC1=CC=CC=C1)=O (N-[(1R)-2-(N'-acetyl-N-methylhydrazino)-1-benzyl-2-oxoethyl]-N-methylcarbamic acid tert-butyl ester). The yield is 104.3%. Reaction SMILES: [C:1]([O:5][C:6]([N:8]([C@H:10]([CH2:14][C:15]1[CH:20]=[CH:19][CH:18]=[CH:17][CH:16]=1)[C:11]([OH:13])=O)[CH3:9])=[O:7])([CH3:4])([CH3:3])[CH3:2].ON1C2N=CC=CC=2N=N1.Cl.C(N=C=NCCCN(C)C)C.[CH3:43][NH:44][NH:45][C:46](=[O:48])[CH3:47].C(N(C(C)C)CC)(C)C>C(Cl)Cl>[C:1]([O:5][C:6](=[O:7])[N:8]([C@H:10]([CH2:14][C:15]1[CH:20]=[CH:19][CH:18]=[CH:17][CH:16]=1)[C:11]([N:44]([CH3:43])[NH:45][C:46](=[O:48])[CH3:47])=[O:13])[CH3:9])([CH3:2])([CH3:3])[CH3:4] |f:2.3|. Procedure: To a solution of (2R)-2-(N-tert-butoxycarbonyl-N-methylamino)-3-phenylpropionic acid (0.27 g, 0.96 mmol) in methylene chloride (10 ml) was added 1-hydroxy-7-azabenzotriazole (0.13 g, 0.96 mmol) and 1-ethyl-3-(3-dimethylaminopropyl)-carbodiimide hydrochloride (0.18 g, 0.96 mmol) and the mixture was cooled to 0° C. Then acetic acid N'-methylhydrazide (0.19 g, 0.96 mmol) and diisopropylethylamine (0.41 ml, 2.40 mmol) were added and the mixture was stirred at room temperature overnight. Then methyle...